This data is from the Open Reaction Database (ORD), a public repository of structured organic reaction records. The task is: describe an organic reaction: reactants, conditions, products, and yield Starting materials: C1CCOC1, CO, [Li+], [OH-], O, CCOC(=O)c1nc(-c2ccc3c(c2)N(C(=O)Nc2nc4ccccc4s2)CCC3)sc1CCCOc1ccc(-n2ncc3cncnc32)cc1. The product is O=C(O)c1nc(-c2ccc3c(c2)N(C(=O)Nc2nc4ccccc4s2)CCC3)sc1CCCOc1ccc(-n2ncc3cncnc32)cc1. RXN SMILES: [CH2:54]1[O:55][CH2:56][CH2:57][CH2:58]1.[CH3:52][OH:53].[Li+:60].[OH-:59].[OH2:61].[n:1]1(-[c:10]2[cH:11][cH:12][c:13]([O:14][CH2:15][CH2:16][CH2:17][c:18]3[c:19]([C:45](=[O:46])[O:47][CH2:48][CH3:49])[n:20][c:21](-[c:23]4[cH:24][cH:25][c:26]5[c:31]([cH:32]4)[N:30]([C:33]([NH:34][c:35]4[s:36][c:37]6[c:38]([n:39]4)[cH:40][cH:41][cH:42][cH:43]6)=[O:44])[CH2:29][CH2:28][CH2:27]5)[s:22]3)[cH:50][cH:51]2)[n:2][cH:3][c:4]2[c:5]1[n:6][cH:7][n:8][cH:9]2>>[n:1]1(-[c:10]2[cH:11][cH:12][c:13]([O:14][CH2:15][CH2:16][CH2:17][c:18]3[c:19]([C:45](=[O:46])[OH:47])[n:20][c:21](-[c:23]4[cH:24][cH:25][c:26]5[c:31]([cH:32]4)[N:30]([C:33]([NH:34][c:35]4[s:36][c:37]6[c:38]([n:39]4)[cH:40][cH:41][cH:42][cH:43]6)=[O:44])[CH2:29][CH2:28][CH2:27]5)[s:22]3)[cH:50][cH:51]2)[n:2][cH:3][c:4]2[c:5]1[n:6][cH:7][n:8][cH:9]2. The reactants are C(C)C1=NC=CN=C1CC (2,3-diethylpyrazine), CC1=NC=CN=C1CC (2-Methyl-3-ethyl-pyrazine). Yields the product CC1=NC=CN=C1C=C (2-Methyl-3-vinyl-pyrazine). Reaction SMILES: [CH2:1]([C:3]1[C:8]([CH2:9][CH3:10])=[N:7][CH:6]=[CH:5][N:4]=1)C.CC1C(CC)=NC=CN=1>>[CH3:1][C:3]1[C:8]([CH:9]=[CH2:10])=[N:7][CH:6]=[CH:5][N:4]=1. Procedure details: r. 2-Methyl-3-vinyl-pyrazine is prepared from 2,3-diethylpyrazine by the same method as used for compound (1) q. It has a b.p. of 66°-67°C./13 mm. Hg. The reactants are Cl, O=Cc1ccc(F)cc1, [K+], O=C1CCCC1, [OH-], O. Yields the product O=C1CCCC1=Cc1ccc(F)cc1. RXN SMILES: [ClH:18].[F:3][c:4]1[cH:5][cH:6][c:7]([CH:8]=[O:9])[cH:10][cH:11]1.[K+:2].[O:12]=[C:13]1[CH2:14][CH2:15][CH2:16][CH2:17]1.[OH-:1].[OH2:19]>>[F:3][c:4]1[cH:5][cH:6][c:7]([CH:8]=[C:14]2[C:13](=[O:12])[CH2:17][CH2:16][CH2:15]2)[cH:10][cH:11]1. Solvent: CN(C)C=O (DMF). Conditions: temperature 0 celsius, time 15 hour. Yield: 115.1%. The reactants are OC=1C(=NC=CC1)[N+](=O)[O-] (3-Hydroxy-2-nitropyridine), BrN1C(CCC1=O)=O (N-bromosuccinimide). RXN SMILES: [OH:1][C:2]1[C:3]([N+:8]([O-:10])=[O:9])=[N:4][CH:5]=[CH:6][CH:7]=1.[Br:11]N1C(=O)CCC1=O>CN(C=O)C>[Br:11][C:5]1[CH:6]=[CH:7][C:2]([OH:1])=[C:3]([N+:8]([O-:10])=[O:9])[N:4]=1. Procedure details: 3-Hydroxy-2-nitropyridine (100 g, 0.714 mole) was dissolved in DMF (1 L), the solution was cooled to 0° C., and N-bromosuccinimide (165 g, 0.927 mole) was added portionwise over 5 hr. The mixture was then stirred at RT for 15 hr and concentrated in vacuo. The residue was taken up in Et2O (500 mL) and the mixture was stirred for 30 min. The precipitate was removed by suction filtration, and the filtrate was concentrated in vacuo to afford the title compound (180 g): MS (ES) m/e 219.0 (M+H)+. This... Yields the product BrC1=NC(=C(C=C1)O)[N+](=O)[O-] (2-Bromo-5-hydroxy-6-nitropyridine).